Dataset: the Open Reaction Database (ORD), a public repository of structured organic reaction records. Task: describe an organic reaction: reactants, conditions, products, and yield The reactants are C(CC)[C@@H]1CC[C@H](CC1)C(=O)Cl (trans-4-propylcyclohexanecarboxylic acid chloride), FC1C=C(C=CC1(O)F)C1=CC=CC=C1 (3,4-Difluoro-4-hydroxybiphenyl), O (water). Solvent: C1(=CC=CC=C1)C (toluene), N1=CC=CC=C1 (pyridine). Run at temperature 60 celsius. Yields the product C(CC)[C@@H]1CC[C@H](CC1)C(=O)OC1=CC=C(C=C1)C1=CC(=C(C=C1)F)F (3,4-difluoro-4'-biphenylyl trans-4-propylcyclohexanecarboxylate). Yield: 70.0%. RXN SMILES: [F:1][CH:2]1[C:7]([F:9])(O)[CH:6]=[CH:5][C:4]([C:10]2[CH:15]=[CH:14][CH:13]=[CH:12][CH:11]=2)=[CH:3]1.[CH2:16]([C@H:19]1[CH2:24][CH2:23][C@H:22]([C:25](Cl)=[O:26])[CH2:21][CH2:20]1)[CH2:17][CH3:18].[OH2:28]>N1C=CC=CC=1.C1(C)C=CC=CC=1>[CH2:16]([C@H:19]1[CH2:24][CH2:23][C@H:22]([C:25]([O:26][C:13]2[CH:14]=[CH:15][C:10]([C:4]3[CH:5]=[CH:6][C:7]([F:9])=[C:2]([F:1])[CH:3]=3)=[CH:11][CH:12]=2)=[O:28])[CH2:21][CH2:20]1)[CH2:17][CH3:18]. Procedure: 3,4-Difluoro-4-hydroxybiphenyl (2.0 g, 10 mmols) was dissolved in dried pyridine (5 cc), followed by adding to the solution, a solution obtained by dissolving trans-4-propylcyclohexanecarboxylic acid chloride (2 g, 11 mmols) in dry toluene (10 cc), heating the mixture at 60° C. for 3 hours with stirring, then adding the resulting material to water (100 cc), then washing the separated toluene layer with 6N hydrochloric acid, 2N aqueous solution of NaOH and further with water, distilling off tolue... Yields the product Cl.C(C)O[C@H]1C[C@@H]2CC[C@H]3[C@@H]4CC[C@@H]([C@@]4(C)C[C@H]([C@@H]3[C@]2(C[C@@H]1O)C)NCCC(C)C)C(=O)OC (Methyl 3α-ethoxy-2β-hydroxy-11α-(3-methylbutylamino)-5α-androstane-17β-carboxylate hydrochloride). Isolated yield 0.6%. Starting materials: C(C)O[C@H]1C[C@@H]2CC[C@H]3[C@@H]4CC[C@@H]([C@@]4(C)C[C@H]([C@@H]3[C@]2(C[C@@H]1O)C)NCCC(C)C)C(=O)OC (Methyl 3α-ethoxy-2β-hydroxy-11α-(3-methylbutylamino)-5α-androstane-17β carboxylate), Cl (HCl), O (water). Reported procedure: Methyl 3α-ethoxy-2β-hydroxy-11α-(3-methylbutylamino)-5α-androstane-17β carboxylate (100 mg) was dissolved in 0.0987M HCl solution (2.2 ml) as far as possible. The mixture was made up to 15 g the addition of water and filtered. The residue was collected, dried and weighed. This gave a 0.56% solution with respect to free base, pH 2.2. Reaction SMILES: [CH2:1]([O:3][C@@H:4]1[C@@H:21]([OH:22])[CH2:20][C@@:19]2([CH3:23])[C@@H:6]([CH2:7][CH2:8][C@@H:9]3[C@@H:18]2[C@H:17]([NH:24][CH2:25][CH2:26][CH:27]([CH3:29])[CH3:28])[CH2:16][C@@:14]2([CH3:15])[C@H:10]3[CH2:11][CH2:12][C@@H:13]2[C:30]([O:32][CH3:33])=[O:31])[CH2:5]1)[CH3:2].O.[ClH:35]>>[ClH:35].[CH2:1]([O:3][C@@H:4]1[C@@H:21]([OH:22])[CH2:20][C@@:19]2([CH3:23])[C@@H:6]([CH2:7][CH2:8][C@@H:9]3[C@@H:18]2[C@H:17]([NH:24][CH2:25][CH2:26][CH:27]([CH3:28])[CH3:29])[CH2:16][C@@:14]2([CH3:15])[C@H:10]3[CH2:11][CH2:12][C@@H:13]2[C:30]([O:32][CH3:33])=[O:31])[CH2:5]1)[CH3:2] |f:3.4|. Starting materials: [BH4-].[Li+] (lithium borohydride), Cl[Si](C)(C)C (chlorotrimethylsilane), NC(C(=O)O)C1=C(C(=CC=C1)F)C ((RS)-amino-(3-fluoro-2-methyl-phenyl)-acetic acid). Solvent: C1CCOC1 (THF). Conditions: temperature 0 celsius, time 90 minute. Product: NC(CO)C1=C(C(=CC=C1)F)C ((RS)-2-amino-2-(3-fluoro-2-methyl-phenyl)-ethanol). The yield is 27.9%. RXN SMILES: [BH4-].[Li+].Cl[Si](C)(C)C.[NH2:8][CH:9]([C:13]1[CH:18]=[CH:17][CH:16]=[C:15]([F:19])[C:14]=1[CH3:20])[C:10](O)=[O:11]>C1COCC1>[NH2:8][CH:9]([C:13]1[CH:18]=[CH:17][CH:16]=[C:15]([F:19])[C:14]=1[CH3:20])[CH2:10][OH:11] |f:0.1|. Procedure details: To a stirred solution of lithium borohydride in THF (48.9 ml, 2 M solution) under an argon atmosphere was added dropwise chlorotrimethylsilane (25.0 ml). The resulting suspension was cooled to 0° C. and (RS)-amino-(3-fluoro-2-methyl-phenyl)-acetic acid (7.1 g) was added portionwise, whereby the temperature of the reaction mixture rose transiently to 45° C. The ice bath was removed and stirring was then continued at r.t. for 90 min. The mixture was quenched by dropwise addition of methanol (20 ml... Reactants: ClC1=CC(=C(N)C=C1OC(C)C)F (4-chloro-2-fluoro-5-isopropoxyaniline), CC1C2=C(C(=O)OC2=O)CCC1 (3-methyl-3,4,5,6-tetrahydrophthalic acid anhydride), O (water). Reagents/catalysts: CN(C)C1=NC=CC=C1 (dimethylaminopyridine). Run in C1(=CC=CC=C1)C (toluene). Conditions: time 2 hour. Product: ClC1=CC(=C(C=C1OC(C)C)N1C(C2=C(C1=O)C(CCC2)C)=O)F (N-(4-chloro-2-fluoro-5-isopropoxyphenyl)-3-methyl-3,4,5,6-tetrahydrophthalic acid imide). The yield is 81.9%. As a reaction SMILES: [CH3:1][CH:2]1[CH2:12][CH2:11][CH2:10][C:4]2[C:5]([O:7][C:8](=[O:9])[C:3]1=2)=O.[Cl:13][C:14]1[C:20]([O:21][CH:22]([CH3:24])[CH3:23])=[CH:19][C:17]([NH2:18])=[C:16]([F:25])[CH:15]=1.O>C1(C)C=CC=CC=1.CN(C1C=CC=CN=1)C>[Cl:13][C:14]1[C:20]([O:21][CH:22]([CH3:24])[CH3:23])=[CH:19][C:17]([N:18]2[C:8](=[O:9])[C:3]3[CH:2]([CH3:1])[CH2:12][CH2:11][CH2:10][C:4]=3[C:5]2=[O:7])=[C:16]([F:25])[CH:15]=1. Procedure details: 15.4 g (0.093 mol) of 3-methyl-3,4,5,6-tetrahydrophthalic acid anhydride are dissolved in 90 ml of toluene. 18.4 g (0.093 mol) of 4-chloro-2-fluoro-5-isopropoxyaniline and 0.6 g of dimethylaminopyridine are added and the mixture is heated until the solvent and the water that has formed distil off. After approximately 2 hours at a bath temperature of 145° C. the reaction is complete. The residue is chromatographed over a column of silica gel with hexane/ethyl acetate 9:1. As main fraction there a... Reactants: [C-]#[C-], C#C[Si](C)(C)C, CN([SiH](C)C)[Si](C)(C)C, O=Cc1ccccc1, [Li+], [Li+], [Li], C1CCOC1. Yields the product C[Si](C)(C)C#CC(O)c1ccccc1. Reaction SMILES: [C-:17]#[C-:18].[CH3:1][Si:2]([CH3:3])([CH3:4])[C:5]#[CH:6].[CH3:7][SiH:8]([CH3:9])[N:10]([CH3:11])[Si:12]([CH3:13])([CH3:14])[CH3:15].[CH:21](=[O:22])[c:23]1[cH:24][cH:25][cH:26][cH:27][cH:28]1.[Li+:19].[Li+:20].[Li:16].[O:29]1[CH2:30][CH2:31][CH2:32][CH2:33]1>>[CH3:1][Si:2]([CH3:3])([CH3:4])[C:5]#[C:6][CH:21]([OH:22])[c:23]1[cH:24][cH:25][cH:26][cH:27][cH:28]1. Starting materials: Cl.Cl.Cl.N1(C=NC=C1)C1=CC=C(C(=O)NCC2N(CCN(C2)C2=CC=CC=C2)CC2=CC=CC=C2)C=C1 (4-(1H-imidazol-1-yl)-N-[[4-phenyl-1-(phenylmethyl)piperazin-2-yl]methyl]benzamide trihydrochloride). The reagents and catalysts are [OH-].[OH-].[Pd+2] (Pd(OH)2). The product is Cl.Cl.Cl.N1(C=NC=C1)C1=CC=C(C(=O)NCC2NCCN(C2)C2=CC=CC=C2)C=C1 (4-(1H-Imidazol-1-yl)-N-[(4-phenylpiperazin-2-yl)methyl]benzamide trihydrochloride). Reaction SMILES: [ClH:1].Cl.Cl.[N:4]1([C:9]2[CH:37]=[CH:36][C:12]([C:13]([NH:15][CH2:16][CH:17]3[CH2:22][N:21]([C:23]4[CH:28]=[CH:27][CH:26]=[CH:25][CH:24]=4)[CH2:20][CH2:19][N:18]3CC3C=CC=CC=3)=[O:14])=[CH:11][CH:10]=2)[CH:8]=[CH:7][N:6]=[CH:5]1>[OH-].[OH-].[Pd+2]>[ClH:1].[ClH:1].[ClH:1].[N:4]1([C:9]2[CH:10]=[CH:11][C:12]([C:13]([NH:15][CH2:16][CH:17]3[CH2:22][N:21]([C:23]4[CH:28]=[CH:27][CH:26]=[CH:25][CH:24]=4)[CH2:20][CH2:19][NH:18]3)=[O:14])=[CH:36][CH:37]=2)[CH:8]=[CH:7][N:6]=[CH:5]1 |f:0.1.2.3,4.5.6,7.8.9.10|. Procedure: In a manner similar to Example 1, react 4-(1H-imidazol-1-yl)-N-[[4-phenyl-1-(phenylmethyl)piperazin-2-yl]methyl]benzamide trihydrochloride (12.3 g, 22 mmol) with H2 over Pd(OH)2 (1.5 g) catalyst to give the title compound. Reactants: COC1=CC2=C(C(C3=C1SC=C3)=CC(=O)O)C=CC=C2 ([10-Methoxy-4H-benzo[4,5]cyclohepta[1,2-b]thiophen-4-ylidene]-acetic acid), Cl (HCl). Solvent: O1CCCC1 (tetrahydrofuran). The product is OC1=CC2=C(C(C3=C1SC=C3)=CC(=O)O)C=CC=C2 ([10-Hydroxy-4H-benzo[4,5]cyclohepta[1,2-b]thiophen-4-ylidene]-acetic acid), ( Z ). Reaction SMILES: C[O:2][C:3]1[C:9]2[S:10][CH:11]=[CH:12][C:8]=2[C:7](=[CH:13][C:14]([OH:16])=[O:15])[C:6]2[CH:17]=[CH:18][CH:19]=[CH:20][C:5]=2[CH:4]=1.Cl>O1CCCC1>[OH:2][C:3]1[C:9]2[S:10][CH:11]=[CH:12][C:8]=2[C:7](=[CH:13][C:14]([OH:16])=[O:15])[C:6]2[CH:17]=[CH:18][CH:19]=[CH:20][C:5]=2[CH:4]=1. Reported procedure: 1 g of the cis isomer product of example 5 is dissolved in tetrahydrofuran and 1N HCl is then added until the solution becomes turbid. The reaction mixture is refluxed for 2.5 hours and the organic solvent then evaporated off under reduced pressure. The remaining aqueous phase is extracted with ethyl acetate and the organic phase separated, washed with brine, dried over MgSO4 and evaporated under reduced pressure. The residue is recrystallised from dichloromethane/hexane to yield the title compo... Reactants: O.O.[Sn](Cl)Cl (tin(II) chloride dihydrate), N(=[N+]=[N-])C(C)C1=C(C=C(C=C1)NC(NC1=CC=C(C=C1)NC(=O)C=1OC=CC1)=S)Cl (furan-2-carboxylic acid (4-{3-[4-(1-azido-ethyl)-3-chloro-phenyl]-thioureido}-phenyl)-amide). The solvent is C(C)(=O)OCC (ethyl acetate), CO (methanol). Conditions: time 15 hour. Yields the product NC(C)C1=C(C=C(C=C1)NC(NC1=CC=C(C=C1)NC(=O)C=1OC=CC1)=S)Cl (Furan-2-carboxylic acid (4-{3-[4-(1-amino-ethyl)-3-chloro-phenyl]-thioureido}-phenyl)-amide). Reaction SMILES: O.O.[Sn](Cl)Cl.[N:6]([CH:9]([C:11]1[CH:16]=[CH:15][C:14]([NH:17][C:18](=[S:34])[NH:19][C:20]2[CH:25]=[CH:24][C:23]([NH:26][C:27]([C:29]3[O:30][CH:31]=[CH:32][CH:33]=3)=[O:28])=[CH:22][CH:21]=2)=[CH:13][C:12]=1[Cl:35])[CH3:10])=[N+]=[N-]>CO.C(OCC)(=O)C>[NH2:6][CH:9]([C:11]1[CH:16]=[CH:15][C:14]([NH:17][C:18](=[S:34])[NH:19][C:20]2[CH:21]=[CH:22][C:23]([NH:26][C:27]([C:29]3[O:30][CH:31]=[CH:32][CH:33]=3)=[O:28])=[CH:24][CH:25]=2)=[CH:13][C:12]=1[Cl:35])[CH3:10] |f:0.1.2|. Reported procedure: To a solution of tin(II) chloride dihydrate (0.25 g) in methanol (2.5 mL) is added furan-2-carboxylic acid (4-{3-[4-(1-azido-ethyl)-3-chloro-phenyl]-thioureido}-phenyl)-amide (0.22 g) and the solution is stirred for approximately 15 hours at room temperature. The solution is then diluted with ethyl acetate, washed successively with saturated aqueous sodium bicarbonate then saturated aqueous sodium chloride, then dried over anhydrous sodium sulfate. After removal of the solvent by evaporation und... Reactants: C([O-])([O-])=O.[K+].[K+] (potassium carbonate), C(CS)(=O)OC (methyl thioglycolate), BrC=1C=CC/2=C(OCC/C(=C2/Cl)/C=O)C1 ((Z)-8-bromo-5-chloro-2,3-dihydrobenzo[b]oxepine-4-carbaldehyde). Solvent: O (water), CN(C)C=O (DMF). Reaction conditions: temperature 50 celsius. The product is BrC=1C=CC2=C(OCCC3=C2SC(=C3)C(=O)OC)C1 (methyl 8-bromo-4,5-dihydrobenzo[b]thieno[2,3-d]oxepine-2-carboxylate). Isolated yield 78.0%. Reaction SMILES: [Br:1][C:2]1[CH:3]=[CH:4][C:5]2=[C:6]([CH:15]=1)[O:7][CH2:8][CH2:9][C:10]([CH:13]=O)=[C:11]2Cl.C(=O)([O-])[O-].[K+].[K+].[C:22]([O:26][CH3:27])(=[O:25])[CH2:23][SH:24]>CN(C=O)C.O>[Br:1][C:2]1[CH:3]=[CH:4][C:5]2[C:11]3[S:24][C:23]([C:22]([O:26][CH3:27])=[O:25])=[CH:13][C:10]=3[CH2:9][CH2:8][O:7][C:6]=2[CH:15]=1 |f:1.2.3|. Procedure details: (Z)-8-Bromo-5-chloro-2,3-dihydrobenzo[b]oxepine-4-carbaldehyde 9 was dissolved in 10 mL DMF and treated sequentially with potassium carbonate (2.20 g, 16.6 mmol) and methyl thioglycolate (0.83 mL). The whole was heated at 50° C. overnight, cooled to room temperature, diluted with water and extracted with ethylacetate. The combined organics were washed with brine, dried over sodium sulfate and concentrated. The crude residue was purified by flash column chromatography (20-50% ethylacetate in hexa...